From a dataset of the Open Reaction Database (ORD), a public repository of structured organic reaction records. describe an organic reaction: reactants, conditions, products, and yield Starting materials: Cc1ccc(Nc2nccc(-c3cccnc3)n2)cc1[N+](=O)[O-], CCOC(C)=O, CCO, [Cl-], O, O. Product: Cc1ccc(Nc2nccc(-c3cccnc3)n2)cc1N. As a reaction SMILES: [CH3:1][c:2]1[c:3]([N+:21]([O-:22])=[O:23])[cH:4][c:5]([NH:8][c:9]2[n:10][cH:11][cH:12][c:13](-[c:15]3[cH:16][n:17][cH:18][cH:19][cH:20]3)[n:14]2)[cH:6][cH:7]1.[CH3:27][CH2:28][O:29][C:30](=[O:31])[CH3:32].[CH3:33][CH2:34][OH:35].[Cl-:26].[OH2:24].[OH2:25]>>[CH3:1][c:2]1[c:3]([NH2:21])[cH:4][c:5]([NH:8][c:9]2[n:10][cH:11][cH:12][c:13](-[c:15]3[cH:16][n:17][cH:18][cH:19][cH:20]3)[n:14]2)[cH:6][cH:7]1. The reactants are C(C)(C)N1N=C(N=C1C1=CN2CCOC3=C(C2=N1)C=NC(=C3)O)C (2-(2-isopropyl-5-methyl-2H-[1,2,4]triazol-3-yl)-4,5-dihydro-6-oxa-1,3a,9-triaza-benzo[e]azulen-8-ol), CO[C@@H]1[C@H](NCC1)C(=O)N ((2S,3S)-3-methoxy-pyrrolidine-2-carboxylic acid amide). Run in C(C)N(CC)CC (triethylamine). The product is C(C)(C)N1N=CN=C1C=1N=C2N(CCOC3=C2C=NC(=C3)N3[C@@H]([C@H](CC3)OC)C(=O)N)C1 ((2S,3S)-1-(2-(1-isopropyl-1H-1,2,4-triazol-5-yl)-5,6-dihydroimidazo[1,2-d]pyrido[3,4-f][1,4]oxazepin-9-yl)-3-methoxypyrrolidine-2-carboxamide). The yield is 27.0%. As a reaction SMILES: [CH:1]([N:4]1[C:8]([C:9]2[N:18]=[C:17]3[N:11]([CH2:12][CH2:13][O:14][C:15]4[CH:22]=[C:21](O)[N:20]=[CH:19][C:16]=43)[CH:10]=2)=[N:7][C:6](C)=[N:5]1)([CH3:3])[CH3:2].[CH3:25][O:26][C@H:27]1[CH2:31][CH2:30][NH:29][C@@H:28]1[C:32]([NH2:34])=[O:33]>C(N(CC)CC)C>[CH:1]([N:4]1[C:8]([C:9]2[N:18]=[C:17]3[C:16]4[CH:19]=[N:20][C:21]([N:29]5[CH2:30][CH2:31][C@H:27]([O:26][CH3:25])[C@H:28]5[C:32]([NH2:34])=[O:33])=[CH:22][C:15]=4[O:14][CH2:13][CH2:12][N:11]3[CH:10]=2)=[N:7][CH:6]=[N:5]1)([CH3:2])[CH3:3]. Procedure details: Following the procedure for Example 339, 2-(2-isopropyl-5-methyl-2H-[1,2,4]triazol-3-yl)-4,5-dihydro-6-oxa-1,3a,9-triaza-benzo[e]azulen-8-ol and (2S,3S)-3-methoxy-pyrrolidine-2-carboxylic acid amide with added triethylamine were reacted. The crude product was washed with water, filtered then triturated in diethyl ether and methanol to give 408 as a white solid (40 mg, 27%). LCMS: RT=2.68 min, [M+H]+=439. 1H NMR 400 MHz (CDCl3) δ: 9.31 (1H, s), 7.86 (1H, s), 7.59 (1H, s), 6.99 (1H, br, s), 6.08 (... Starting materials: C1(=CC=CC=C1)P(CCCP(C1=CC=CC=C1)C1=CC=CC=C1)C1=CC=CC=C1 (1,3-bis(diphenylphosphino)propane), C([O-])([O-])=O.[K+].[K+] (potassium carbonate), NC=1N=C(C(=NC1Br)C=1C=CC(N(N1)C(C)C)=O)C1=CC=CC=C1 (6-(5-amino-6-bromo-3-phenyl-2-pyrazinyl)-2-isopropyl-3(2H)-pyridazinone), O (water). The reagents and catalysts are C(C)(=O)[O-].[Pd+2].C(C)(=O)[O-] (palladium acetate). Run in C(=C)OCCCC (butyl vinyl ether), CC(=O)C (acetone). Product: C(C)(=O)C1=C(N=C(C(=N1)C=1C=CC(N(N1)C(C)C)=O)C1=CC=CC=C1)N (6-(6-acetyl-5-amino-3-phenyl-2-pyrazinyl)-2-isopropyl-3(2H)-pyridazinone). Isolated yield 93.6%. Reaction SMILES: C1(P([C:24]2[CH:29]=CC=CC=2)CCCP(C2C=CC=CC=2)C2C=CC=CC=2)C=CC=CC=1.C(=O)([O-])[O-:31].[K+].[K+].[NH2:36][C:37]1[N:38]=[C:39]([C:54]2[CH:59]=[CH:58][CH:57]=[CH:56][CH:55]=2)[C:40]([C:44]2[CH:45]=[CH:46][C:47](=[O:53])[N:48]([CH:50]([CH3:52])[CH3:51])[N:49]=2)=[N:41][C:42]=1Br.O>C(OCCCC)=C.CC(C)=O.C([O-])(=O)C.[Pd+2].C([O-])(=O)C>[C:29]([C:42]1[N:41]=[C:40]([C:44]2[CH:45]=[CH:46][C:47](=[O:53])[N:48]([CH:50]([CH3:52])[CH3:51])[N:49]=2)[C:39]([C:54]2[CH:59]=[CH:58][CH:57]=[CH:56][CH:55]=2)=[N:38][C:37]=1[NH2:36])(=[O:31])[CH3:24] |f:1.2.3,8.9.10|. Procedure: In the presence of palladium acetate (8.7 mg), 1,3-bis(diphenylphosphino)propane (35.3 mg) and potassium carbonate (215 mg), a mixture of 6-(5-amino-6-bromo-3-phenyl-2-pyrazinyl)-2-isopropyl-3(2H)-pyridazinone (501 mg) in butyl vinyl ether (1.5 ml) was refluxed for 20 hours. After addition of water, the mixture was extracted with CHCl3 dried over MgSO4 and concentrated under reduced pressure to give syrup. The syrup was purified by column chromatography on silica gel eluting with a mixture of n-... Starting materials: C=1N=C(C2=C(N1)N(C=N2)[C@H]3[C@@H]([C@@H]([C@H](O3)COP(=O)(O)OP(=O)(O)OC[C@@H]4[C@H]([C@H]([C@@H](O4)N5C=CCC(=C5)C(=O)N)O)O)O)O)N (NAD), C=1N=C(C2=C(N1)N(C=N2)[C@H]3[C@@H]([C@@H]([C@H](O3)COP(=O)(O)OP(=O)(O)OC[C@@H]4[C@H]([C@H]([C@@H](O4)N5C=CCC(=C5)C(=O)N)O)O)O)O)N (NADH), O=C[C@H](O)[C@@H](O)[C@H](O)[C@H](O)CO (glucose), NAD-GDH, tris-HCl, NAD-GDH, NAD-GDH, NAD-GDH, NAD-GDH, NAD-GDH, NAD-GDH, NAD-GDH, O=C[C@H](O)[C@@H](O)[C@H](O)[C@H](O)CO (glucose), NAD-GDH, C=1N=C(C2=C(N1)N(C=N2)[C@H]3[C@@H]([C@@H]([C@H](O3)COP(=O)(O)OP(=O)(O)OC[C@@H]4[C@H]([C@H]([C@@H](O4)N5C=CCC(=C5)C(=O)N)O)O)O)O)N (NADH). Run at temperature 90 celsius, time 5 minute. Yields the product C=1N=C(C2=C(N1)N(C=N2)[C@H]3[C@@H]([C@@H]([C@H](O3)COP(=O)(O)OP(=O)(O)OC[C@@H]4[C@H]([C@H]([C@@H](O4)N5C=CCC(=C5)C(=O)N)O)O)O)O)N.O=C[C@H](O)[C@@H](O)[C@H](O)[C@H](O)CO (NAD Glucose). Reaction SMILES: [O:1]=[CH:2][C@@H:3]([C@H:5]([C@@H:7]([C@@H:9]([CH2:11][OH:12])[OH:10])[OH:8])[OH:6])[OH:4].[CH:13]1[N:14]=[C:15]([NH2:56])[C:16]2[N:21]=[CH:20][N:19]([C@@H:22]3[O:26][C@H:25]([CH2:27][O:28][P:29]([O:32][P:33]([O:36][CH2:37][C@H:38]4[O:42][C@@H:41]([N:43]5[CH:48]=[C:47]([C:49]([NH2:51])=[O:50])[CH2:46][CH:45]=[CH:44]5)[C@H:40]([OH:52])[C@@H:39]4[OH:53])([OH:35])=[O:34])([OH:31])=[O:30])[C@@H:24]([OH:54])[C@H:23]3[OH:55])[C:17]=2[N:18]=1>>[CH:13]1[N:14]=[C:15]([NH2:56])[C:16]2[N:21]=[CH:20][N:19]([C@@H:22]3[O:26][C@H:25]([CH2:27][O:28][P:29]([O:32][P:33]([O:36][CH2:37][C@H:38]4[O:42][C@@H:41]([N:43]5[CH:48]=[C:47]([C:49]([NH2:51])=[O:50])[CH2:46][CH:45]=[CH:44]5)[C@H:40]([OH:52])[C@@H:39]4[OH:53])([OH:35])=[O:34])([OH:31])=[O:30])[C@@H:24]([OH:54])[C@H:23]3[OH:55])[C:17]=2[N:18]=1.[O:1]=[CH:2][C@@H:3]([C@H:5]([C@@H:7]([C@@H:9]([CH2:11][OH:12])[OH:10])[OH:8])[OH:6])[OH:4] |f:2.3|. Procedure: Next, in order to evaluate thermal stability, 1 ml of a 20 mM phosphate buffer solution (pH 7.4) was added to 5 mg of the NAD-GDH-immobilizing mesoporous silica, and then the resulting mixture solution was heated at 90° C. for 30, 60, 90, or 120 minutes. After the heating, the mixture solution was centrifuged to obtain NAD-GDH-diaphorase-immobilizing silica. The obtained silica was washed twice with pure water. To this heated NAD-GDH-immobilizing silica, a 20 mM NAD solution prepared by using a ...